The task is: describe an organic reaction: reactants, conditions, products, and yield. This data is from the Open Reaction Database (ORD), a public repository of structured organic reaction records. Starting materials: Cl.COC1=CC=CC=2C[C@H]3CNCC[C@@H]3C12 (trans-5-Methoxy-2,3,4,4a,9,9a-hexahydro-1H-indeno[2,1-c]pyridine hydrochloride), BrCCNC(C1=CC=C(C=C1)F)=O (2-bromo-1-(4-fluorobenzamido)ethane). The yield is 32.5%. RXN SMILES: [ClH:1].[CH3:2][O:3][C:4]1[C:16]2[C@@H:15]3[C@H:10]([CH2:11][NH:12][CH2:13][CH2:14]3)[CH2:9][C:8]=2[CH:7]=[CH:6][CH:5]=1.Br[CH2:18][CH2:19][NH:20][C:21](=[O:29])[C:22]1[CH:27]=[CH:26][C:25]([F:28])=[CH:24][CH:23]=1>>[ClH:1].[F:28][C:25]1[CH:24]=[CH:23][C:22]([C:21]([NH:20][CH2:19][CH2:18][N:12]2[CH2:13][CH2:14][C@@H:15]3[C:16]4[C:4]([O:3][CH3:2])=[CH:5][CH:6]=[CH:7][C:8]=4[CH2:9][C@H:10]3[CH2:11]2)=[O:29])=[CH:27][CH:26]=1 |f:0.1,3.4|. Procedure details: The product from Example 48 (0.310 g) was treated with 0.34 g 2-bromo-1-(4-fluorobenzamido)ethane as described as described in Example 7 to yield 0.170 g of the desired product as a white solid, mp: 242-4° C. NMR (d6DMSO) δ 1.95 (m, 2H), 2.29 (m, 2H), 2.45-2.75 (m, 2H), 2.82 (m, 2H), 3.05-3.45 (m, 4H), 3.60-3.90 (m, 2H), 3.77 (s, 3H), 6.80 (d, 1H), 6.87 (d, 1H), 7.13 (t, 1H), 7.31 (m, 2H), 8.00 (m, 2H), 8.98 (m, 1H). Product: Cl.FC1=CC=C(C(=O)NCCN2C[C@H]3[C@H](CC2)C=2C(=CC=CC2C3)OC)C=C1 (trans-2-(2-(4-fluorobenzamido)ethyl)-5-methoxy-2,3,4,4a,9,9a-hexahydro-1H-indeno[2,1-c]-pyridine hydrochloride).